From a dataset of the Open Reaction Database (ORD), a public repository of structured organic reaction records. describe an organic reaction: reactants, conditions, products, and yield The reactants are [Cl-].[NH4+] (ammonium chloride), CC(C)([O-])C.[K+] (potassium t-butoxide), ClC1=CC=C(C=C1)[N+](=O)[O-] (4-chloronitrobenzene), OC(C)(C)C=1SC2=C(N1)C=CC=C2 (2-(1-hydroxy-1-methylethyl)benzothiazole). Run in CN(C=O)C (dimethylformamide). Reaction conditions: time 3 hour. The product is S1C(=NC2=C1C=CC=C2)C(C)(C)OC2=CC=C(C=C2)[N+](=O)[O-] (O-[1-(Benzothiazol-2-yl)-1-methylethyl]-4-nitrophenol). Isolated yield 77.4%. As a reaction SMILES: CC(C)([O-])C.[K+].Cl[C:8]1[CH:13]=[CH:12][C:11]([N+:14]([O-:16])=[O:15])=[CH:10][CH:9]=1.[OH:17][C:18]([C:21]1[S:22][C:23]2[CH:29]=[CH:28][CH:27]=[CH:26][C:24]=2[N:25]=1)([CH3:20])[CH3:19].[Cl-].[NH4+]>CN(C)C=O>[S:22]1[C:23]2[CH:29]=[CH:28][CH:27]=[CH:26][C:24]=2[N:25]=[C:21]1[C:18]([O:17][C:8]1[CH:13]=[CH:12][C:11]([N+:14]([O-:16])=[O:15])=[CH:10][CH:9]=1)([CH3:19])[CH3:20] |f:0.1,4.5|. Procedure: 108.9 mg of potassium t-butoxide and 134.1 mg of 4-chloronitrobenzene were added to a solution of 156.6 mg of 2-(1-hydroxy-1-methylethyl)benzothiazole [prepared as described in step (a) above] in 3.1 ml of dimethylformamide at room temperature. The resulting mixture was stirred at room temperature for 3 hours, and then it was stirred at 60° C. for a further 4 hours. The temperature of the reaction mixture was then raised to 90° C. and the mixture stirred at this temperature for a further 5 hours...